From a dataset of the Open Reaction Database (ORD), a public repository of structured organic reaction records. describe an organic reaction: reactants, conditions, products, and yield Reactants: ClC1=NC(=CC(=C1NC(C)[C@@H]1CC[C@H](CC1)C)N)Cl (2,6-dichloro-N3-(1-(trans-4-methylcyclohexyl)ethyl)pyridine-3,4-diamine), C(C)OC(OCC)OCC (triethylorthoformate), petroleum ether ethyl acetate. Reaction conditions: temperature 100 celsius, time 3 hour. The product is ClC1=NC(=CC2=C1N(C=N2)C(C)[C@@H]2CC[C@H](CC2)C)Cl (4,6-dichloro-3-[1-(trans-4-methylcyclohexyl)ethyl]-3H-imidazo[4,5-c]pyridine). Reaction SMILES: [Cl:1][C:2]1[C:7]([NH:8][CH:9]([C@H:11]2[CH2:16][CH2:15][C@H:14]([CH3:17])[CH2:13][CH2:12]2)[CH3:10])=[C:6]([NH2:18])[CH:5]=[C:4]([Cl:19])[N:3]=1.[CH2:20](OC(OCC)OCC)C>>[Cl:1][C:2]1[C:7]2[N:8]([CH:9]([C@H:11]3[CH2:16][CH2:15][C@H:14]([CH3:17])[CH2:13][CH2:12]3)[CH3:10])[CH:20]=[N:18][C:6]=2[CH:5]=[C:4]([Cl:19])[N:3]=1. Procedure details: A suspension of 2,6-dichloro-N3-(1-(trans-4-methylcyclohexyl)ethyl)pyridine-3,4-diamine (35 g, 0.116 mol) in triethylorthoformate (200 mL, 1.16 mol) was stirred at 100° C. for 3 h. TLC (petroleum ether/ethyl acetate=3/1) showed the reaction was complete. The solvent was removed under reduced pressure. The residue was purified by column chromatography (petroleum ether/ethyl acetate=10:1) to give the crude product, which was washed with a mixture of petroleum ether/ethyl acetate=10:1 to afford 4,6...